Dataset: the Open Reaction Database (ORD), a public repository of structured organic reaction records. Task: describe an organic reaction: reactants, conditions, products, and yield Reactants: ClCCCCN1C(NC2=C1C=CC=C2)=O (1-(4-chlorobutyl)-1,3-dihydro-2H-benzimidazol-2-one), ClC1=CC=C(C=C1)C1(CCNCC1)O (4-(4-chlorophenyl)-4-piperidinol), C([O-])([O-])=O.[Na+].[Na+] (sodium carbonate), [I-].[K+] (potassium iodide). Run in O (water), O (water), CC(CC(C)=O)C (4-methyl-2-pentanone). Procedure: A mixture of 4.94 parts of 1-(4-chlorobutyl)-1,3-dihydro-2H-benzimidazol-2-one, 4.23 parts of 4-(4-chlorophenyl)-4-piperidinol, 5.3 parts of sodium carbonate, 0.1 parts of potassium iodide and 200 parts of 4-methyl-2-pentanone is stirred and refluxed for 20 hours with water-separator. The reaction mixture is cooled, water is added and the layers are separated. The organic phase is dried, filtered and evaporated. The residue is crystallized from 4-methyl-2-pentanone. The product is filtered off a... Yields the product ClC1=CC=C(C=C1)C1(CCN(CC1)CCCCN1C(NC2=C1C=CC=C2)=O)O (1-{4-[4-(4-chlorophenyl)-4-hydroxy-1-piperidinyl]butyl}-1,3-dihydro-2H-benzimidazol-2-one). Reaction SMILES: Cl[CH2:2][CH2:3][CH2:4][CH2:5][N:6]1[C:10]2[CH:11]=[CH:12][CH:13]=[CH:14][C:9]=2[NH:8][C:7]1=[O:15].[Cl:16][C:17]1[CH:22]=[CH:21][C:20]([C:23]2([OH:29])[CH2:28][CH2:27][NH:26][CH2:25][CH2:24]2)=[CH:19][CH:18]=1.C(=O)([O-])[O-].[Na+].[Na+].[I-].[K+]>O.CC(C)CC(=O)C>[Cl:16][C:17]1[CH:22]=[CH:21][C:20]([C:23]2([OH:29])[CH2:24][CH2:25][N:26]([CH2:2][CH2:3][CH2:4][CH2:5][N:6]3[C:10]4[CH:11]=[CH:12][CH:13]=[CH:14][C:9]=4[NH:8][C:7]3=[O:15])[CH2:27][CH2:28]2)=[CH:19][CH:18]=1 |f:2.3.4,5.6|. Starting materials: N1C=CC2=CC=C(C=C12)B(O)O (6-Indoleboronic Acid), IC1=C2/C(/C(NC2=CC=C1)=O)=C/C=1NC=CC1OC ((Z)-1,3-dihydro-4-iodo-3-[(3-methoxy-1H-pyrrol-2-yl)methylene]-2H-indol-2-one), IC1=C2/C(/C(NC2=CC=C1)=O)=C/C=1NC=CC1OC ((Z)-1,3-dihydro-4-iodo-3-[(3-methoxy-1H-pyrrol-2-yl)methylene]-2H-indol-2-one), C([O-])([O-])=O.[Na+].[Na+] (sodium carbonate). Run in COCCOC (DME), O (water). Conditions: temperature 90 celsius. The product is N1C=CC2=CC=C(C=C12)C1=C2/C(/C(NC2=CC=C1)=O)=C/C=1NC=CC1OC ((Z)-1,3-Dihydro-4-(6-indolyl)-3-[(3-methoxy-1H-pyrrol-2-yl)methylene]-2H-indol-2-one). Yield: 61.9%. RXN SMILES: [NH:1]1[C:9]2[C:4](=[CH:5][CH:6]=[C:7](B(O)O)[CH:8]=2)[CH:3]=[CH:2]1.I[C:14]1[CH:22]=[CH:21][CH:20]=[C:19]2[C:15]=1/[C:16](=[CH:24]/[C:25]1[NH:26][CH:27]=[CH:28][C:29]=1[O:30][CH3:31])/[C:17](=[O:23])[NH:18]2.C(=O)([O-])[O-].[Na+].[Na+]>COCCOC.O>[NH:1]1[C:9]2[C:4](=[CH:5][CH:6]=[C:7]([C:14]3[CH:22]=[CH:21][CH:20]=[C:19]4[C:15]=3/[C:16](=[CH:24]/[C:25]3[NH:26][CH:27]=[CH:28][C:29]=3[O:30][CH3:31])/[C:17](=[O:23])[NH:18]4)[CH:8]=2)[CH:3]=[CH:2]1 |f:2.3.4|. Procedure details: A solution of 6-indoleboronic acid (36 mg, 0.22 mmol) (from Step A above), (Z)-1,3-dihydro-4-iodo-3-[(3-methoxy-1H-pyrrol-2-yl)methylene]-indol-2-one (54 mg, 0.15 mmol) (Starting Material 3) and sodium carbonate (52 mg, 0.49 mmol) in 5 mL DME and 2.5 mL water was degassed for 15 min. by bubbling argon through the solution. Dichlorobis(triphenylphosphine)palladium (II) (10 mol %) (Aldrich) was then added and the reaction was heated at 90° C. for 2 days. The reaction was then poured into 100 mL wa... Starting materials: O=C(NC(Cc1c[nH]cn1)C(=O)O)OCc1ccccc1, CCOC(C)=O, O=C(NC1CCCCC1)C1CCCN1, [N-]=[N+]=[N-]. Product: O=C(NC(Cc1c[nH]cn1)C(=O)N1CCCC1C(=O)NC1CCCCC1)OCc1ccccc1. RXN SMILES: [CH2:4]([c:5]1[cH:6][cH:7][cH:8][cH:9][cH:10]1)[O:11][C:12](=[O:13])[NH:14][CH:15]([CH2:16][c:17]1[cH:18][nH:19][cH:20][n:21]1)[C:22](=[O:23])[OH:24].[CH3:39][CH2:40][O:41][C:42](=[O:43])[CH3:44].[CH:25]1([NH:31][C:32](=[O:33])[CH:34]2[NH:35][CH2:36][CH2:37][CH2:38]2)[CH2:26][CH2:27][CH2:28][CH2:29][CH2:30]1.[N-:1]=[N+:2]=[N-:3]>>[CH2:4]([c:5]1[cH:6][cH:7][cH:8][cH:9][cH:10]1)[O:11][C:12](=[O:13])[NH:14][CH:15]([CH2:16][c:17]1[cH:18][nH:19][cH:20][n:21]1)[C:22](=[O:24])[N:35]1[CH:34]([C:32]([NH:31][CH:25]2[CH2:26][CH2:27][CH2:28][CH2:29][CH2:30]2)=[O:33])[CH2:38][CH2:37][CH2:36]1. Reactants: CCCN, Cc1ccc(OCC(O)CN2CCC(COc3ccccc3)CC2)c([N+](=O)[O-])c1[N+](=O)[O-], CCCNc1c(OCC(O)CN2CCC(COc3ccccc3)CC2)ccc(C)c1[N+](=O)[O-], O=[Pt]. Yields the product CCCNc1c(OCC(O)CN2CCC(COc3ccccc3)CC2)ccc(C)c1N. RXN SMILES: [CH2:33]([NH2:34])[CH2:35][CH3:36].[OH:1][CH:2]([CH2:3][N:4]1[CH2:5][CH2:6][CH:7]([CH2:8][O:9][c:10]2[cH:11][cH:12][cH:13][cH:14][cH:15]2)[CH2:16][CH2:17]1)[CH2:18][O:19][c:20]1[cH:21][cH:22][c:23]([CH3:24])[c:25]([N+:26]([O-:27])=[O:28])[c:29]1[N+:30]([O-:31])=[O:32].[OH:37][CH:38]([CH2:39][O:40][c:41]1[c:42]([NH:51][CH2:52][CH2:53][CH3:54])[c:43]([N+:48]([O-:49])=[O:50])[c:44]([CH3:47])[cH:45][cH:46]1)[CH2:55][N:56]1[CH2:57][CH2:58][CH:59]([CH2:62][O:63][c:64]2[cH:65][cH:66][cH:67][cH:68][cH:69]2)[CH2:60][CH2:61]1.[Pt:70]=[O:71]>>[OH:37][CH:38]([CH2:39][O:40][c:41]1[c:42]([NH:51][CH2:52][CH2:53][CH3:54])[c:43]([NH2:48])[c:44]([CH3:47])[cH:45][cH:46]1)[CH2:55][N:56]1[CH2:57][CH2:58][CH:59]([CH2:62][O:63][c:64]2[cH:65][cH:66][cH:67][cH:68][cH:69]2)[CH2:60][CH2:61]1. The reactants are CCCCCC(=O)CBr, COc1cccc([S-])c1, O. The product is CCCCCC(=O)CSc1cccc(OC)c1. As a reaction SMILES: [Br:10][CH2:11][C:12]([CH2:13][CH2:14][CH2:15][CH2:16][CH3:17])=[O:18].[CH3:1][O:2][c:3]1[cH:4][c:5]([S-:9])[cH:6][cH:7][cH:8]1.[OH2:19]>>[CH3:1][O:2][c:3]1[cH:4][c:5]([S:9][CH2:11][C:12]([CH2:13][CH2:14][CH2:15][CH2:16][CH3:17])=[O:18])[cH:6][cH:7][cH:8]1. The reactants are C(C)(C)(C)OC(\C=C\C1=CC2=C(NC(CN(C2)CC(=O)N2CCN(CC2)C)=O)N=C1)=O ((E)-3-{4-[2-(4-Methyl-piperazin-1-yl)-2-oxo-ethyl]-2-oxo-2,3,4,5-tetrahydro-1H-pyrido[2,3-e][1,4]diazepin-7-yl}acrylic acid tert-butyl ester), C(Cl)Cl (CH2Cl2), C(=O)(C(F)(F)F)O (TFA). Conditions: time 35 minute. Yields the product Cl.CN1CCN(CC1)C(CN1CC(NC2=C(C1)C=C(C=N2)/C=C/C(=O)O)=O)=O ((E)-3-{4-[2-(4-Methyl-piperazin-1-yl)-2-oxo-ethyl]-2-oxo-2,3,4,5-tetrahydro-1H-pyrido[2,3-e][1,4]diazepin-7-yl}acrylic acid hydrochloride). Reaction SMILES: C([O:5][C:6](=[O:31])/[CH:7]=[CH:8]/[C:9]1[CH:30]=[N:29][C:12]2[NH:13][C:14](=[O:28])[CH2:15][N:16]([CH2:18][C:19]([N:21]3[CH2:26][CH2:25][N:24]([CH3:27])[CH2:23][CH2:22]3)=[O:20])[CH2:17][C:11]=2[CH:10]=1)(C)(C)C.C(O)(C(F)(F)F)=O.C(Cl)[Cl:40]>>[ClH:40].[CH3:27][N:24]1[CH2:23][CH2:22][N:21]([C:19](=[O:20])[CH2:18][N:16]2[CH2:17][C:11]3[CH:10]=[C:9](/[CH:8]=[CH:7]/[C:6]([OH:31])=[O:5])[CH:30]=[N:29][C:12]=3[NH:13][C:14](=[O:28])[CH2:15]2)[CH2:26][CH2:25]1 |f:3.4|. Procedure: A suspension of (E)-3-{4-[2-(4-Methyl-piperazin-1-yl)-2-oxo-ethyl]-2-oxo-2,3,4,5-tetrahydro-1H-pyrido[2,3-e][1,4]diazepin-7-yl}acrylic acid tert-butyl ester (1.12 g, 2.61 mmol) in CH2Cl2 (10 mL) was treated with TFA (10 mL). After stirring at room temperature for 35 min, the solution was concentrated in vacuo. The resulting oil was treated with anhydrous HCl (20 mL of a 4.0 M solution in dioxane, 80 mmol) and the resulting mixture was sonicated for 1 h. The mixture was diluted with Et2O (50 mL) ... Reactants: compound [ 4-6 ], FC1=C(CCl)C(=CC=C1)F (2,6-difluorobenzyl chloride), C(C1=CC=CC=C1)N1C=CC2=CC=C(C=C12)CC(=O)O (2-(1-benzyl-1H-indole-6-yl)acetic acid). Yields the product FC1=C(CN2C=CC3=CC=C(C=C23)CC(=O)O)C(=CC=C1)F (2-[1-(2,6-difluorobenzyl)-1H-indole-6-yl]acetic acid), C(C1=CC=CC=C1)N1C=CC2=CC=C(C=C12)CC(=O)O (2-(1-benzyl-1H-indole-6-yl)acetic acid). As a reaction SMILES: [F:1][C:2]1[CH:9]=[CH:8][CH:7]=[C:6]([F:10])[C:3]=1[CH2:4]Cl.[CH2:11]([N:18]1[C:26]2[C:21](=[CH:22][CH:23]=[C:24]([CH2:27][C:28]([OH:30])=[O:29])[CH:25]=2)[CH:20]=[CH:19]1)[C:12]1[CH:17]=[CH:16][CH:15]=[CH:14][CH:13]=1>>[F:1][C:2]1[CH:9]=[CH:8][CH:7]=[C:6]([F:10])[C:3]=1[CH2:4][N:18]1[C:26]2[C:21](=[CH:22][CH:23]=[C:24]([CH2:27][C:28]([OH:30])=[O:29])[CH:25]=2)[CH:20]=[CH:19]1.[CH2:11]([N:18]1[C:26]2[C:21](=[CH:22][CH:23]=[C:24]([CH2:27][C:28]([OH:30])=[O:29])[CH:25]=2)[CH:20]=[CH:19]1)[C:12]1[CH:13]=[CH:14][CH:15]=[CH:16][CH:17]=1. Procedure: The titled compound (20 mg) as a white solid was prepared from the compound [4-6] obtained in the process (6) of Example 4 (100 mg) and 2,6-difluorobenzyl chloride according to the method of the process (7) of Example 4.